From a dataset of the Open Reaction Database (ORD), a public repository of structured organic reaction records. describe an organic reaction: reactants, conditions, products, and yield Reactants: FC1=NC(=C2N=CN(C2=N1)C(C)C)NCC=1C=NC=CC1 ((2-fluoro-9-isopropyl-9H-purin-6-yl)-pyridin-3-ylmethyl-amine), CCN(C(C)C)C(C)C (DIEA), N[C@@H](C(CC)O)CC ((3RS,4R)-4-amino-hexan-3-ol). Solvent: CCCCO.CS(=O)C (n-BuOH DMSO). Run at time 72 hour. The product is C(C)(C)N1C2=NC(=NC(=C2N=C1)NCC=1C=NC=CC1)N[C@@H](C(CC)O)CC ((3RS, 4R)-4-{9-Isopropyl-6-[(pyridin-3-ylmethyl)-amino]-9H-purin-2-ylamino}-hexan-3-ol). As a reaction SMILES: F[C:2]1[N:10]=[C:9]2[C:5]([N:6]=[CH:7][N:8]2[CH:11]([CH3:13])[CH3:12])=[C:4]([NH:14][CH2:15][C:16]2[CH:17]=[N:18][CH:19]=[CH:20][CH:21]=2)[N:3]=1.CCN(C(C)C)C(C)C.[NH2:31][C@H:32]([CH2:37][CH3:38])[CH:33]([OH:36])[CH2:34][CH3:35]>CCCCO.CS(C)=O>[CH:11]([N:8]1[CH:7]=[N:6][C:5]2[C:9]1=[N:10][C:2]([NH:31][C@H:32]([CH2:37][CH3:38])[CH:33]([OH:36])[CH2:34][CH3:35])=[N:3][C:4]=2[NH:14][CH2:15][C:16]1[CH:17]=[N:18][CH:19]=[CH:20][CH:21]=1)([CH3:13])[CH3:12] |f:3.4|. Procedure details: To a stirred solution of (2-fluoro-9-isopropyl-9H-purin-6-yl)-pyridin-3-ylmethyl-amine (20 mg, 1 eq, 0.07 mmol) in n-BuOH/DMSO (3.75 mL, 4:1) at room temperature under an argon atmosphere was added DIEA (0.18 mL, 15 eq, 1.03 mmol) followed by (3RS,4R)-4-amino-hexan-3-ol (110 mg, 13 eq, 0.94 mmol). The reaction mixture was placed in a preheated oil bath at 140° C. and stirred at this temperature for 72 h. The reaction mixture was allowed to cool to room temperature and the solvent was evaporated ... The reactants are ClC1=C(C=CC2=C1C(N(CC=1N2C=NC1C1=NOC(=N1)CN(C(C)C)C(C)C)C)=O)F (7-chloro-3-(5-diisopropylaminomethyl-1,2,4-oxadiazol-3-yl)-8-fluoro-5-methyl-5,6-dihydro-4H-imidazo[1,5-a][1,4]benzodiazepin-6-one), Cl (hydrochloric acid). The solvent is C(C)O (ethanol). Run at time 30 minute. Product: Cl.ClC1=C(C=CC2=C1C(N(CC=1N2C=NC1C1=NOC(=N1)CN(C(C)C)C(C)C)C)=O)F (7-chloro-3-(5-diisopropylaminomethyl-1,2,4-oxadiazol-3-yl)-8-fluoro-5-methyl-5,6-dihydro-4H-imidazo[1,5-a][1,4]benzodiazepin-6-one hydrochloride). Yield: 166.4%. As a reaction SMILES: [Cl:1][C:2]1[C:7]2[C:8](=[O:30])[N:9]([CH3:29])[CH2:10][C:11]3[N:12]([CH:13]=[N:14][C:15]=3[C:16]3[N:20]=[C:19]([CH2:21][N:22]([CH:26]([CH3:28])[CH3:27])[CH:23]([CH3:25])[CH3:24])[O:18][N:17]=3)[C:6]=2[CH:5]=[CH:4][C:3]=1[F:31].Cl>C(O)C>[ClH:1].[Cl:1][C:2]1[C:7]2[C:8](=[O:30])[N:9]([CH3:29])[CH2:10][C:11]3[N:12]([CH:13]=[N:14][C:15]=3[C:16]3[N:20]=[C:19]([CH2:21][N:22]([CH:26]([CH3:27])[CH3:28])[CH:23]([CH3:24])[CH3:25])[O:18][N:17]=3)[C:6]=2[CH:5]=[CH:4][C:3]=1[F:31] |f:3.4|. Procedure: 0.82 g (1.84 mmol) of 7-chloro-3-(5-diisopropylaminomethyl-1,2,4-oxadiazol-3-yl)-8-fluoro-5-methyl-5,6-dihydro-4H-imidazo[1,5-a][1,4]benzodiazepin-6-one was dissolved in 20 ml of hot ethanol and treated at 0° with 0.55 ml (2.02 mmol) of 3.7N ethanolic hydrochloric acid. After stirring at 0° for 30 minutes the solution was totally concentrated. The product was recrystallized from hot acetonitrile/ethyl acetate. There was obtained 0.74 g (83%) of 7-chloro-3-(5-diisopropylaminomethyl-1,2,4-oxadiazo...